The task is: describe an organic reaction: reactants, conditions, products, and yield. This data is from the Open Reaction Database (ORD), a public repository of structured organic reaction records. Starting materials: N (ammonia), CC1=C(C(=CC=C1C)C)O (2,3,6-trimethylphenol), C([O-])([O-])=O.[K+].[K+] (potassium carbonate), COS(=O)(=O)OC (dimethylsulphate). Run in C(C)#N (acetonitrile). The product is CC1=C(C(=CC=C1C)C)OC (2,3,6-trimethylanisole). Isolated yield 92.1%. Reaction SMILES: [CH3:1][C:2]1[C:7]([CH3:8])=[CH:6][CH:5]=[C:4]([CH3:9])[C:3]=1[OH:10].[C:11](=O)([O-])[O-].[K+].[K+].COS(OC)(=O)=O.N>C(#N)C>[CH3:1][C:2]1[C:7]([CH3:8])=[CH:6][CH:5]=[C:4]([CH3:9])[C:3]=1[O:10][CH3:11] |f:1.2.3|. Procedure: A mixture of 50 g (0.367 mol) of 2,3,6-trimethylphenol, 55 g (0.4 mol) of potassium carbonate and 36 ml (0.38 mol) of dimethylsulphate in 500 ml of acetonitrile was heated under reflux overnight. 35 ml of conc. aqueous ammonia was then added, and the mixture refluxed for 1 hour. After filtration and evaporation, the residue was taken up in ether and washed twice with NaOH-solution and twice with NaHCO3 -solution. Drying (MgSO4) and evaporation gave 50.8 g (92%) of the product. Reactants: C1(=CC=CC=C1)C(ON)C1=CC=CC=C1 (1,1-diphenylmethoxyamine), C(C)(C)C1=C(C(=CC=C1)C(C)C)N=C=O (2,6-diisopropylphenyl isocyanate). Run in C(C)(=O)OCC (ethyl acetate). Conditions: time 20 hour. Yields the product CC(C)C1=C(C(=CC=C1)C(C)C)NC(=O)NOC(C1=CC=CC=C1)C1=CC=CC=C1 (N-[2,6-bis(1-methylethyl)phenyl]-N'-(diphenylmethoxy)-urea). Yield: 80.0%. RXN SMILES: [C:1]1([CH:7]([C:10]2[CH:15]=[CH:14][CH:13]=[CH:12][CH:11]=2)[O:8][NH2:9])[CH:6]=[CH:5][CH:4]=[CH:3][CH:2]=1.[CH:16]([C:19]1[CH:24]=[CH:23][CH:22]=[C:21]([CH:25]([CH3:27])[CH3:26])[C:20]=1[N:28]=[C:29]=[O:30])([CH3:18])[CH3:17]>C(OCC)(=O)C>[CH3:18][CH:16]([C:19]1[CH:24]=[CH:23][CH:22]=[C:21]([CH:25]([CH3:26])[CH3:27])[C:20]=1[NH:28][C:29]([NH:9][O:8][CH:7]([C:10]1[CH:15]=[CH:14][CH:13]=[CH:12][CH:11]=1)[C:1]1[CH:2]=[CH:3][CH:4]=[CH:5][CH:6]=1)=[O:30])[CH3:17]. Procedure details: To a solution of 1,1-diphenylmethoxyamine (0.9 g, 0.0045 mol) (E. L. Schumann, et al, Journal of Medicinal Chemistry, Volume 7, pages 329-334 (1964)) in 20 ml of ethyl acetate is added 2,6-diisopropylphenyl isocyanate (0.91 g, 0.0045 mol) and the reaction mixture is stirred for 20 hours at room temperature. The volatiles are removed under reduced pressure and the residue treated with 30 ml hexane-ethyl acetate (4:1). The precipitated solid is filtered and dried affording 1.45 g of N-[2,6-bis(1-m...